From a dataset of the Open Reaction Database (ORD), a public repository of structured organic reaction records. describe an organic reaction: reactants, conditions, products, and yield Starting materials: C(CCC)[Li] (n-butyl lithium), BrC1=CC=C(CCN2[C@@H](CCC2)C)C=C1 ((R)-1-(4-bromophenethyl)-2-methylpyrrolidine), B(OC(C)C)(OC(C)C)OC(C)C (triisopropyl borate). Run in C1CCOC1 (THF). Conditions: temperature -78 celsius, time 15 minute. Product: C[C@H]1N(CCC1)CCC1=CC=C(C=C1)B(O)O ((R)-4-(2-(2-Methylpyrrolidin-1-yl)ethyl)phenylboronic Acid). Yield: 98.7%. RXN SMILES: Br[C:2]1[CH:15]=[CH:14][C:5]([CH2:6][CH2:7][N:8]2[CH2:12][CH2:11][CH2:10][C@H:9]2[CH3:13])=[CH:4][CH:3]=1.C([Li])CCC.[B:21](OC(C)C)([O:26]C(C)C)[O:22]C(C)C>C1COCC1>[CH3:13][C@@H:9]1[CH2:10][CH2:11][CH2:12][N:8]1[CH2:7][CH2:6][C:5]1[CH:14]=[CH:15][C:2]([B:21]([OH:26])[OH:22])=[CH:3][CH:4]=1. Procedure: To a 1 L 3-neck flask equipped with mechanical stirrer, thermometer, and addition funnel under an atmosphere of nitrogen was charged a solution of (R)-1-(4-bromophenethyl)-2-methylpyrrolidine (26.8 g, 100 mmol) in anhydrous THF (250 mL). The reaction mixture was then cooled to an internal temperature of −78° C. A solution of n-butyl lithium (2.5M in hexane, 52 mL, 130 mmol) was added dropwise, maintaining an internal temperature below −70° C. Once addition was complete, stirring was continued an... Starting materials: FC=1C=C(C#N)C=CC1I (3-fluoro-4-iodobenzonitrile), C1(=CCCCC1)B(O)O (1-cyclohexen-1-yl-boronic acid), C(C)O (ethanol), [O-]CC.[Na+] (sodium ethoxide). The reagents and catalysts are Cl[Pd]([P](C1=CC=CC=C1)(C2=CC=CC=C2)C3=CC=CC=C3)([P](C4=CC=CC=C4)(C5=CC=CC=C5)C6=CC=CC=C6)Cl (bis(triphenylphosphine)palladium(II) dichloride). The solvent is O (water), C(Cl)(Cl)Cl (chloroform). Conditions: temperature 90 celsius, time 15 minute. Product: C1(=CCCCC1)C1=C(C=C(C#N)C=C1)F (4-cyclohexen-1-yl-3-fluorobenzonitrile). The yield is 78.6%. As a reaction SMILES: [F:1][C:2]1[CH:3]=[C:4]([CH:7]=[CH:8][C:9]=1I)[C:5]#[N:6].[C:11]1(B(O)O)[CH2:16][CH2:15][CH2:14][CH2:13][CH:12]=1.C(O)C.[O-]CC.[Na+]>Cl[Pd](Cl)([P](C1C=CC=CC=1)(C1C=CC=CC=1)C1C=CC=CC=1)[P](C1C=CC=CC=1)(C1C=CC=CC=1)C1C=CC=CC=1.C(Cl)(Cl)Cl.O>[C:11]1([C:9]2[CH:8]=[CH:7][C:4]([C:5]#[N:6])=[CH:3][C:2]=2[F:1])[CH2:16][CH2:15][CH2:14][CH2:13][CH:12]=1 |f:3.4,^1:29,48|. Procedure details: To a mixture of 3-fluoro-4-iodobenzonitrile (1.53 g), 1-cyclohexen-1-yl-boronic acid (938 mg), bis(triphenylphosphine)palladium(II) dichloride (435 mg) and ethanol (9.75 mL), sodium ethoxide (about 20%, solution in ethanol, 5.75 mL) was added and the mixture was stirred at 90° C. for 15 minutes under irradiation with microwaves. After being cooled to room temperature, the reaction mixture was poured into water and three extractions were conducted with chloroform. The combined organic layers were...